This data is from the Open Reaction Database (ORD), a public repository of structured organic reaction records. The task is: describe an organic reaction: reactants, conditions, products, and yield Starting materials: N1=CC=CC2=CC=CC(=C12)B(O)O (Quinoline-8-boronic acid), COC1=C(C=CC=C1)P(C1=C(C=CC=C1)OC)C1=C(C=CC=C1)OC (tris(o-methoxyphenyl)phosphine), O.C([O-])([O-])=O.[Na+].[Na+] (sodium carbonate water), CCCCCCCC(=O)C(C(=O)CCCCCCC)(C(=O)CCCCCCC)[NH3+].[Cl-] (Aliquat336), CCCCCCCC(=O)C(C(=O)CCCCCCC)(C(=O)CCCCCCC)[NH3+].[Cl-] (Aliquat336), BrC=1C=C2C=CC3=CC(=CC4=CC=C(C1)C2=C43)Br (dibromo pyrene). The reagents and catalysts are C(C)(=O)[O-].[Pd+2].C(C)(=O)[O-] (palladium acetate), [Cl-].C(CCCCCCC)[N+](C)(CCCCCCCC)CCCCCCCC (trioctylmethylammonium chloride). Solvent: C1(=CC=CC=C1)C (toluene). Conditions: temperature 100 celsius, time 4 hour. Yields the product N1=CC=CC2=CC=CC(=C12)C1=CC=C2C=CC3=C(C=CC4=CC=C1C2=C34)C=3C=CC=C4C=CC=NC34 (1,6-di(quinolin-8-yl)pyrene). Isolated yield 48.0%. Reaction SMILES: [N:1]1[C:10]2[C:5](=[CH:6][CH:7]=[CH:8][C:9]=2B(O)O)[CH:4]=[CH:3][CH:2]=1.CCCCCCCC([C:23]([NH3+:42])([C:33]([CH2:35][CH2:36][CH2:37][CH2:38][CH2:39][CH2:40][CH3:41])=O)C(CCCCCCC)=O)=O.[Cl-].COC1C=CC=CC=1P(C1C=CC=CC=1OC)C1C=CC=CC=1OC.O.C(=O)([O-])[O-].[Na+].[Na+].Br[C:77]1[CH:78]=[C:79]2[C:91]3=[C:92]4[C:82](=[CH:83][C:84](Br)=[CH:85][C:86]4=[CH:87][CH:88]=[C:89]3[CH:90]=1)[CH:81]=[CH:80]2>[Cl-].C([N+](CCCCCCCC)(CCCCCCCC)C)CCCCCCC.C([O-])(=O)C.[Pd+2].C([O-])(=O)C.C1(C)C=CC=CC=1>[N:1]1[C:10]2[C:5](=[CH:6][CH:7]=[CH:8][C:9]=2[C:85]2[C:86]3[C:92]4=[C:91]5[C:89](=[CH:88][CH:87]=3)[CH:90]=[CH:77][C:78]([C:33]3[CH:35]=[CH:36][CH:37]=[C:38]6[C:23]=3[N:42]=[CH:41][CH:40]=[CH:39]6)=[C:79]5[CH:80]=[CH:81][C:82]4=[CH:83][CH:84]=2)[CH:4]=[CH:3][CH:2]=1 |f:1.2,4.5.6.7,9.10,11.12.13|. Procedure details: Quinoline-8-boronic acid (2.2 g, 12.2 mmol), trioctylmethylammonium chloride (trademark name: Aliquat336 (hereinafter referred to as Aliquat336), prepared by Aldrich Corporation, 0.74 g), palladium acetate (1.3 mg), tris(o-methoxyphenyl)phosphine (13.3 mg), toluene (58 ml), and sodium carbonate water solution (17.8 mmol) were added to dibromo pyrene (2.0 g, 5.6 mmol) synthesized in the prepared example and they were agitated at a temperature of 100° C. of four hours. A crystal was obtained by co... Product: CN(C(=N)N)CC(=O)OC(CN(C(=N)N)C)=O (2-(1-methylguanidino)acetic anhydride). RXN SMILES: [C:1](Cl)(=[O:5])[CH2:2]CC.[CH3:7][N:8]([CH2:12][C:13]([O-:15])=[O:14])[C:9]([NH2:11])=[NH:10].[Na+]>>[CH3:7][N:8]([CH2:12][C:13]([O:15][C:1](=[O:5])[CH2:2][N:8]([CH3:7])[C:9]([NH2:11])=[NH:10])=[O:14])[C:9]([NH2:11])=[NH:10] |f:1.2|. Procedure: Finally, in a dry 2-necked, round bottomed flask, fixed with a separatory funnel, containing 6.39 g (60 mmol) of the prepared butyryl chloride, and side arm water condenser fixed with a dry receiving flask, is placed 12.08 g (66 mmol) of sodium 2-(1-methylguanidino)acetate. The round bottomed flask is placed in an ice bath and the butyryl chloride is added drop wise. After addition is completed the mixture is shaken and the ice bath is replaced by a heating mantle. The flask is then heated until... Reactants: C(CCC)(=O)Cl (butyryl chloride), ice, CN(C(=N)N)CC(=O)[O-].[Na+] (sodium 2-(1-methylguanidino)acetate), C(CCC)(=O)Cl (butyryl chloride). Reactants: ClC1=CC=C(CC2=CCC(C2C(=O)OC)(C)C)C=C1 (2-(4-chlorobenzyl)-4,4-dimethyl-3- methoxycarbonylcyclopent-1-ene), CO (methanol), C[O-].[Na+] (sodium methoxide). Yields the product ClC1=CC=C(CC2=C(C(CC2)(C)C)C(=O)OC)C=C1 (1-(4-chlorobenzyl)-3,3-dimethyl-2-methoxycarbonyl- cyclopent-1-ene). RXN SMILES: [Cl:1][C:2]1[CH:19]=[CH:18][C:5]([CH2:6][C:7]2[CH:11]([C:12]([O:14][CH3:15])=[O:13])[C:10]([CH3:17])([CH3:16])[CH2:9][CH:8]=2)=[CH:4][CH:3]=1.CO.C[O-].[Na+]>>[Cl:1][C:2]1[CH:3]=[CH:4][C:5]([CH2:6][C:7]2[CH2:8][CH2:9][C:10]([CH3:17])([CH3:16])[C:11]=2[C:12]([O:14][CH3:15])=[O:13])=[CH:18][CH:19]=1 |f:2.3|. Procedure details: The crude 2-(4-chlorobenzyl)-4,4-dimethyl-3- methoxycarbonylcyclopent-1-ene obtained in Example 7 was refluxed for 15 hours in methanol containing one equivalent of sodium methoxide to give 1-(4-chlorobenzyl)-3,3-dimethyl-2-methoxycarbonyl- cyclopent-1-ene as an oil. The reactants are Brc1ncccc1-c1cccnc1, NN, c1ccncc1. Yields the product NNc1ncccc1-c1cccnc1. Reaction SMILES: [Br:1][c:2]1[n:3][cH:4][cH:5][cH:6][c:7]1-[c:8]1[cH:9][n:10][cH:11][cH:12][cH:13]1.[NH2:14][NH2:15].[cH:16]1[cH:17][cH:18][n:19][cH:20][cH:21]1>>[c:2]1([NH:14][NH2:15])[n:3][cH:4][cH:5][cH:6][c:7]1-[c:8]1[cH:9][n:10][cH:11][cH:12][cH:13]1. Starting materials: C(C)(=O)O.BrC=1C(=NC=CC1)NC(=N)NCC1=C(C=CC=C1OC)OC (N-(3-bromopyridin-2-yl)-N′-(2,6-dimethoxybenzyl)guanidine acetate), tetrakis-(triphenylphosphine)palladium(0), acetate salt, C(C)(=O)[O-] (acetate), FC1=CC=C(C=C1)OB(O)O ((4-fluorophenyl)boric acid), C([O-])([O-])=O.[Na+].[Na+] (sodium carbonate). Run at temperature 110 celsius. Product: COC1=C(CNC(=N)NC2=NC=CC=C2C2=CC=C(C=C2)F)C(=CC=C1)OC (N-(2,6-dimethoxybenzyl)-N′-[3-(4-fluorophenyl)pyridin-2-yl]guanidine). Yield: 31.3%. As a reaction SMILES: C(O)(=O)C.Br[C:6]1[C:7]([NH:12][C:13]([NH:15][CH2:16][C:17]2[C:22]([O:23][CH3:24])=[CH:21][CH:20]=[CH:19][C:18]=2[O:25][CH3:26])=[NH:14])=[N:8][CH:9]=[CH:10][CH:11]=1.[F:27][C:28]1[CH:33]=[CH:32][C:31](OB(O)O)=[CH:30][CH:29]=1.C(=O)([O-])[O-].[Na+].[Na+].C([O-])(=O)C>>[CH3:26][O:25][C:18]1[CH:19]=[CH:20][CH:21]=[C:22]([O:23][CH3:24])[C:17]=1[CH2:16][NH:15][C:13]([NH:12][C:7]1[C:6]([C:31]2[CH:32]=[CH:33][C:28]([F:27])=[CH:29][CH:30]=2)=[CH:11][CH:10]=[CH:9][N:8]=1)=[NH:14] |f:0.1,3.4.5|. Reported procedure: The preparation was carried out analogously to Example 56, using 0.200 g (0.470 mmol) N-(3-bromopyridin-2-yl)-N′-(2,6-dimethoxybenzyl)guanidine acetate, 0.099 g (0.705 mmol) (4-fluorophenyl)boric acid, 0.149 g (1.411 mmol) sodium carbonate, and 0.038 g (0.033 mmol) tetrakis-(triphenylphosphine)palladium(0). The mixture was likewise heated in a reaction block for 24 hr at 110° C. under a nitrogen atmosphere. After appropriate workup and purification via preparative HPLC, 65 mg (0.147 mmol, 31%) p... Starting materials: C(=O)([O-])[O-].[K+].[K+] (K2CO3), O (H2O), COC(N(CC1=C(C=CC(=C1)C(F)(F)F)C1=C(C=CC(=C1)C(C)C)OC)CC1=CC(=CC(=C1)C(F)(F)F)C#N)=O (methyl[3-cyano-5-(trifluoromethyl)benzyl]{[5′-isopropyl-2′-methoxy-4-(trifluoromethyl)biphenyl-2-yl]methyl}carbamate), OO (H2O2). Solvent: CS(=O)C (DMSO), CCOC(=O)C (EtOAc). Conditions: time 15 minute. The product is COC(N(CC1=C(C=CC(=C1)C(F)(F)F)C1=C(C=CC(=C1)C(C)C)OC)CC1=CC(=CC(=C1)C(F)(F)F)C(=O)N)=O (methyl[3-(aminocarbonyl)-5-(trifluoromethyl)benzyl]{[5′-isopropyl-2′-methoxy-4-(trifluoromethyl)biphenyl-2-yl]methyl}carbamate). As a reaction SMILES: [CH3:1][O:2][C:3](=[O:40])[N:4]([CH2:27][C:28]1[CH:33]=[C:32]([C:34]([F:37])([F:36])[F:35])[CH:31]=[C:30]([C:38]#[N:39])[CH:29]=1)[CH2:5][C:6]1[CH:11]=[C:10]([C:12]([F:15])([F:14])[F:13])[CH:9]=[CH:8][C:7]=1[C:16]1[CH:21]=[C:20]([CH:22]([CH3:24])[CH3:23])[CH:19]=[CH:18][C:17]=1[O:25][CH3:26].C([O-])([O-])=[O:42].[K+].[K+].OO.O>CS(C)=O.CCOC(C)=O>[CH3:1][O:2][C:3](=[O:40])[N:4]([CH2:27][C:28]1[CH:33]=[C:32]([C:34]([F:37])([F:36])[F:35])[CH:31]=[C:30]([C:38]([NH2:39])=[O:42])[CH:29]=1)[CH2:5][C:6]1[CH:11]=[C:10]([C:12]([F:14])([F:15])[F:13])[CH:9]=[CH:8][C:7]=1[C:16]1[CH:21]=[C:20]([CH:22]([CH3:24])[CH3:23])[CH:19]=[CH:18][C:17]=1[O:25][CH3:26] |f:1.2.3|. Reported procedure: A solution of methyl[3-cyano-5-(trifluoromethyl)benzyl]{[5′-isopropyl-2′-methoxy-4-(trifluoromethyl)biphenyl-2-yl]methyl}carbamate (35.0 mg, 0.06 mmol) (Example 36) in DMSO (248 μL) was cooled to 0° C. Next, K2CO3 (17.4 mg, 0.05 mmol) was added followed by 30% H2O2 (42.2 μL), and the reaction was slowly warmed to room temperature. After stirring at room temperature for 15 minutes, the mixture was diluted with EtOAc (50 mL) and poured into H2O (15 mL). The organic extract was washed with brine (1... The reactants are C(C)(C)(C)OC(=O)N1CCC(CC1)NC1=NC=C(C=C1)C(F)(F)F (4-(5-trifluoromethyl-pyridin-2-ylamino)-piperidine-1-carboxylic acid tert-butyl ester), Cl (HCl). Solvent: C(C)O (ethanol), O1CCOCC1 (dioxane). The product is Cl.Cl.N1CCC(CC1)NC1=NC=C(C=C1)C(F)(F)F (Piperidin-4-yl-(5-trifluoromethyl-pyridin-2-yl)-amine dihydrochloride). Reaction SMILES: C(OC([N:8]1[CH2:13][CH2:12][CH:11]([NH:14][C:15]2[CH:20]=[CH:19][C:18]([C:21]([F:24])([F:23])[F:22])=[CH:17][N:16]=2)[CH2:10][CH2:9]1)=O)(C)(C)C.[ClH:25]>C(O)C.O1CCOCC1>[ClH:25].[ClH:25].[NH:8]1[CH2:9][CH2:10][CH:11]([NH:14][C:15]2[CH:20]=[CH:19][C:18]([C:21]([F:23])([F:22])[F:24])=[CH:17][N:16]=2)[CH2:12][CH2:13]1 |f:4.5.6|. Procedure details: A solution of 4-(5-trifluoromethyl-pyridin-2-ylamino)-piperidine-1-carboxylic acid tert-butyl ester (0.69 g, 2.00 mmol) in ethanol (40 mL) and 4 M HCl in dioxane (40 mL) was stirred at rt for 1 h. The solvent was removed under reduced pressure and the crude product used in the consecutive step without further purification assuming quantitative deprotection and formation of the dihydrochloride salt. MS (ISP): 246.1 [M+H]+. The reactants are O=C1NC=2C=CC=C3C2C(C1)=CN3CC(=O)OCC (Ethyl (4-oxo-4,5-dihydropyrrolo[4,3,2-de]quinolin-1(3H)-yl)acetate), [OH-].[Li+] (lithium hydroxide), Cl (HCl). The solvent is C(C)O (ethanol), O (water). Reaction conditions: time 5 minute. Product: O=C1NC=2C=CC=C3C2C(C1)=CN3CC(=O)[O-].[Li+] (Lithium (4-oxo-4,5-dihydropyrrolo[4,3,2-de]quinolin-1 (3H)-yl)acetate). RXN SMILES: [O:1]=[C:2]1[CH2:11][C:10]2=[CH:12][N:13]([CH2:14][C:15]([O:17]CC)=[O:16])[C:8]3[C:9]2=[C:4]([CH:5]=[CH:6][CH:7]=3)[NH:3]1.[OH-].[Li+:21].Cl>C(O)C.O>[O:1]=[C:2]1[CH2:11][C:10]2=[CH:12][N:13]([CH2:14][C:15]([O-:17])=[O:16])[C:8]3[C:9]2=[C:4]([CH:5]=[CH:6][CH:7]=3)[NH:3]1.[Li+:21] |f:1.2,6.7|. Procedure: To a solution of ethyl (4-oxo-4,5-dihydropyrrolo[4,3,2-de]quinolin-1(3H)-yl)acetate from Step G (79 mg, 0.306 mmol) in ethanol (3 mL) and water (0.5 mL) was added dropwise 1.0 N aqueous lithium hydroxide (0.34 mL, 0.34 mmol). After 5 min, 1 N aqueous HCl was added to adjust the mixture to pH 7 and the solution was concentrated in vacuo to give the title compound. MS: m/z=231 (M+1). Reactants: C(C)OC(C=C(OCC)N)=O (β-amino-β-ethoxyacrylic acid ethyl ester), ClC1=C(CNN)C(=CC=C1)Cl (2,6-dichlorobenzylhydrazine), compound. Product: NC=1NN(C(C1)=O)CC1=C(C=CC=C1Cl)Cl (3-Amino-1-(2,6-dichlorobenzyl)-pyrazol-5-one). RXN SMILES: C([O:3][C:4](=O)[CH:5]=[C:6]([NH2:10])OCC)C.[Cl:12][C:13]1[CH:21]=[CH:20][CH:19]=[C:18]([Cl:22])[C:14]=1[CH2:15][NH:16][NH2:17]>>[NH2:10][C:6]1[NH:17][N:16]([CH2:15][C:14]2[C:13]([Cl:12])=[CH:21][CH:20]=[CH:19][C:18]=2[Cl:22])[C:4](=[O:3])[CH:5]=1. Procedure details: 35 g of β-amino-β-ethoxyacrylic acid ethyl ester and 38 g of 2,6-dichlorobenzylhydrazine when reacted as described in Example 45, yield 24 g of the compound identified above as colorless crystals, corresponding to 46% of theory, of melting point 225°. Reactants: C([O-])([O-])=O.[K+].[K+] (potassium carbonate), ClC1=CC=C(C=C1)C#C[Si](C)(C)C (chloro-4-trimethylsilylethynylbenzene). Run in CO (methanol). Reaction conditions: time 4 hour. Product: ClC1=CC=C(C=C1)C#C (chloro-4-ethynylbenzene). As a reaction SMILES: C(=O)([O-])[O-].[K+].[K+].[Cl:7][C:8]1[CH:13]=[CH:12][C:11]([C:14]#[C:15][Si](C)(C)C)=[CH:10][CH:9]=1>CO>[Cl:7][C:8]1[CH:13]=[CH:12][C:11]([C:14]#[CH:15])=[CH:10][CH:9]=1 |f:0.1.2|. Procedure details: Anhydrous potassium carbonate (0.9g, 0.0065 moles) was added to a solution of chloro-4-trimethylsilylethynylbenzene (3.Og, 0.014 moles) in methanol (60 cm3) under an atmosphere of nitrogen. The reaction was stirred, under nitrogen, at room temperature for 4 hours. The solvent was removed, the solid residue was tritura&ed with ether and then dichloromethane and filtered. The organic filtrates were combined and evaporated to dryness giving chloro-4-ethynylbenzene as a brown solid. This was used in...